This data is from the Open Reaction Database (ORD), a public repository of structured organic reaction records. The task is: describe an organic reaction: reactants, conditions, products, and yield Starting materials: BrC1=C2CCOC(C2=CC=C1)C=1NCCN1 (2-(5-bromoisochroman-1-yl)-4,5-dihydro-1H-imidazole), C(CCC)[Sn](CCCC)(CCCC)CO ((tributylstannyl)methanol). The reagents and catalysts are tetrakis(triphenyl-phosphine)palladium. The product is N1C(=NCC1)C1OCCC2=C(C=CC=C12)CO ((1-(4,5-Dihydro-1H-imidazol-2-yl)isochroman-5-yl)methanol). Reaction SMILES: Br[C:2]1[CH:11]=[CH:10][CH:9]=[C:8]2[C:3]=1[CH2:4][CH2:5][O:6][CH:7]2[C:12]1[NH:13][CH2:14][CH2:15][N:16]=1.C([Sn]([CH2:30][OH:31])(CCCC)CCCC)CCC>>[NH:13]1[CH2:14][CH2:15][N:16]=[C:12]1[CH:7]1[C:8]2[C:3](=[C:2]([CH2:30][OH:31])[CH:11]=[CH:10][CH:9]=2)[CH2:4][CH2:5][O:6]1. Procedure details: The title compound was prepared from 2-(5-bromoisochroman-1-yl)-4,5-dihydro-1H-imidazole (50 mg) and (tributylstannyl)methanol (86 mg) by using tetrakis(triphenyl-phosphine)palladium (10.28 mg) as catalyst, and the procedure of synthesis method C and separation methods F and G. (Yield 6.2 mg).